Dataset: the Open Reaction Database (ORD), a public repository of structured organic reaction records. Task: describe an organic reaction: reactants, conditions, products, and yield The reactants are CCN, COC(=O)c1cccc(S(=O)(=O)Cl)c1Cl, [K+], [K+], O=C([O-])[O-], c1ccccc1. Yields the product CCNS(=O)(=O)c1cccc(C(=O)OC)c1Cl. RXN SMILES: [CH3:22][CH2:23][NH2:24].[Cl:1][c:2]1[c:3]([C:4](=[O:5])[O:6][CH3:7])[cH:8][cH:9][cH:10][c:11]1[S:12](=[O:13])(=[O:14])[Cl:15].[K+:16].[K+:17].[O-:18][C:19]([O-:20])=[O:21].[cH:25]1[cH:26][cH:27][cH:28][cH:29][cH:30]1>>[Cl:1][c:2]1[c:3]([C:4](=[O:5])[O:6][CH3:7])[cH:8][cH:9][cH:10][c:11]1[S:12](=[O:13])(=[O:14])[NH:24][CH2:23][CH3:22]. The reactants are C(C)N(C(=O)C1=C(C=CC(=C1)C=1C=NN(C1)CCCO)NC1=NC(=NC=C1C(F)(F)F)NC1=C(C=C(CP(OCC)(O)=O)C=C1)OC)CC (Ethyl hydrogen (4-{[4-({2-(diethylcarbamoyl)-4-[1-(3-hydroxypropyl)-1H-pyrazol-4-yl]phenyl}amino)-5-(trifluoromethyl)pyrimidin-2-yl]amino}-3-methoxybenzyl)phosphonate), FC=1C=C(CP(OCC)(OCC)=O)C=CC1NC1=NC=C(C(=N1)NC=1C(=NC(=CC1)C=1C=NN(C1)CCCO)C(NC)=O)C(F)(F)F (diethyl (3-fluoro-4-{[4-({6-[1-(3-hydroxypropyl)-1H-pyrazol-4-yl]-2-(methylcarbamoyl)pyridin-3-yl}amino)-5-(trifluoromethyl)pyrimidin-2-yl]amino}benzyl)phosphonate), FC=1C=C(CP(OCC)(OCC)=O)C=CC1NC1=NC=C(C(=N1)NC=1C(=NC(=CC1)C=1C=NN(C1)CCCO)C(NC)=O)C(F)(F)F (diethyl (3-fluoro-4-{[4-({6-[1-(3-hydroxypropyl)-1H-pyrazol-4-yl]-2-(methylcarbamoyl)pyridin-3-yl}amino)-5-(trifluoromethyl)pyrimidin-2-yl]amino}benzyl)phosphonate). Yields the product FC=1C=C(CP(OCC)(O)=O)C=CC1NC1=NC=C(C(=N1)NC=1C(=NC(=CC1)C=1C=NN(C1)CCCO)C(NC)=O)C(F)(F)F (Ethyl hydrogen (3-fluoro-4-{[4-({6-[1-(3-hydroxypropyl)-1H-pyrazol-4-yl]-2-(methylcarbamoyl)pyridin-3-yl}amino)-5-(trifluoromethyl)pyrimidin-2-yl]amino}benzyl)phosphonate). Isolated yield 93.9%. RXN SMILES: C(N(CC)C(C1C=C(C2C=NN(CCCO)C=2)C=CC=1NC1C(C(F)(F)F)=CN=C(NC2C=CC(CP(=O)(O)OCC)=CC=2OC)N=1)=O)C.[F:50][C:51]1[CH:52]=[C:53]([CH:63]=[CH:64][C:65]=1[NH:66][C:67]1[N:72]=[C:71]([NH:73][C:74]2[C:75]([C:89](=[O:92])[NH:90][CH3:91])=[N:76][C:77]([C:80]3[CH:81]=[N:82][N:83]([CH2:85][CH2:86][CH2:87][OH:88])[CH:84]=3)=[CH:78][CH:79]=2)[C:70]([C:93]([F:96])([F:95])[F:94])=[CH:69][N:68]=1)[CH2:54][P:55](=[O:62])([O:59]CC)[O:56][CH2:57][CH3:58]>>[F:50][C:51]1[CH:52]=[C:53]([CH:63]=[CH:64][C:65]=1[NH:66][C:67]1[N:72]=[C:71]([NH:73][C:74]2[C:75]([C:89](=[O:92])[NH:90][CH3:91])=[N:76][C:77]([C:80]3[CH:81]=[N:82][N:83]([CH2:85][CH2:86][CH2:87][OH:88])[CH:84]=3)=[CH:78][CH:79]=2)[C:70]([C:93]([F:96])([F:94])[F:95])=[CH:69][N:68]=1)[CH2:54][P:55](=[O:59])([OH:62])[O:56][CH2:57][CH3:58]. Reported procedure: Prepared analogously to Compound 3A using diethyl (3-fluoro-4-{[4-({6-[1-(3-hydroxypropyl)-1H-pyrazol-4-yl]-2-(methylcarbamoyl)pyridin-3-yl}amino)-5-(trifluoromethyl)pyrimidin-2-yl]amino}benzyl)phosphonate (Compound 22B, 156 mg, 230 μmol) to afford 141 mg of the title compound (94%). 1H NMR (400 MHz, CD3OD) δ=9.05 (d, J=4.8 Hz, 1H), 8.55 (s, 1H), 8.32 (s, 1H), 8.23 (s, 1H), 7.71 (d, J=8.8 Hz, 1H), 7.50 (t, J=7.8 Hz, 1H), 7.26 (d, J=11.9 Hz, 1H), 7.17 (d, J=8.3 Hz, 1H), 4.31 (t, J=6.8 Hz, 2H), 3.... Starting materials: BrC=1N=C(C(N(C1)C)=O)NC1=CC=C(C=C1)C(=O)N1CCOCC1 (5-Bromo-1-methyl-3-[4-(morpholine-4-carbonyl)phenylamino]-1H-pyrazin-2-one), C([O-])([O-])=O.[Na+].[Na+] (sodium carbonate), CC1=C(C=CC=C1B1OC(C(O1)(C)C)(C)C)N (2-Methyl-3-(4,4,5,5-tetramethyl-[1,3,2]dioxaborolan-2-yl)-phenyl-amine). The reagents and catalysts are C=1C=CC(=CC1)[P](C=2C=CC=CC2)(C=3C=CC=CC3)[Pd]([P](C=4C=CC=CC4)(C=5C=CC=CC5)C=6C=CC=CC6)([P](C=7C=CC=CC7)(C=8C=CC=CC8)C=9C=CC=CC9)[P](C=1C=CC=CC1)(C=1C=CC=CC1)C=1C=CC=CC1 (tetrakis(triphenylphosphine)palladium). The solvent is O1CCOCC1 (1,4-dioxane). Reaction conditions: temperature 100 celsius. Yields the product NC=1C(=C(C=CC1)C=1N=C(C(N(C1)C)=O)NC1=CC=C(C=C1)C(=O)N1CCOCC1)C (5-(3-Amino-2-methylphenyl)-1-methyl-3-[4-(morpholine-4-carbonyl)-phenylamino]-1H-pyrazin-2-one). Yield: 84.3%. RXN SMILES: Br[C:2]1[N:3]=[C:4]([NH:10][C:11]2[CH:16]=[CH:15][C:14]([C:17]([N:19]3[CH2:24][CH2:23][O:22][CH2:21][CH2:20]3)=[O:18])=[CH:13][CH:12]=2)[C:5](=[O:9])[N:6]([CH3:8])[CH:7]=1.C(=O)([O-])[O-].[Na+].[Na+].[CH3:31][C:32]1[C:37](B2OC(C)(C)C(C)(C)O2)=[CH:36][CH:35]=[CH:34][C:33]=1[NH2:47]>C1C=CC([P]([Pd]([P](C2C=CC=CC=2)(C2C=CC=CC=2)C2C=CC=CC=2)([P](C2C=CC=CC=2)(C2C=CC=CC=2)C2C=CC=CC=2)[P](C2C=CC=CC=2)(C2C=CC=CC=2)C2C=CC=CC=2)(C2C=CC=CC=2)C2C=CC=CC=2)=CC=1.O1CCOCC1>[NH2:47][C:33]1[C:32]([CH3:31])=[C:37]([C:2]2[N:3]=[C:4]([NH:10][C:11]3[CH:16]=[CH:15][C:14]([C:17]([N:19]4[CH2:24][CH2:23][O:22][CH2:21][CH2:20]4)=[O:18])=[CH:13][CH:12]=3)[C:5](=[O:9])[N:6]([CH3:8])[CH:7]=2)[CH:36]=[CH:35][CH:34]=1 |f:1.2.3,^1:51,53,72,91|. Procedure details: A 250-mL single-neck round-bottomed flask equipped with a magnetic stirrer and reflux condenser was charged with 101d (9.23 g, 23.5 mmol), 1,4-dioxane (250 mL) and aqueous 0.71M sodium carbonate (50 mL, 35.5 mmol). After bubbling argon through the resulting solution for 15 minutes, 101f (6.58 g, 28.2 mmol) and tetrakis(triphenylphosphine)palladium (4.06 g, 3.51 mmol) were added and the reaction mixture then heated at 100° C. for 38 h. After this time the reaction was cooled to room temperature a... Starting materials: CC=1N(C=C(N1)C)CCCN (2,4-dimethyl-1H-imidazole-1-propanamine), ClC1=NC=C(C(=O)O)C=C1 (6-chloronicotinic acid), C(=O)(N1C=NC=C1)N1C=NC=C1 (1,1'-carbonyldiimidazole). The product is ClC1=CC=C(C=N1)C(=O)NCCCN1C(=NC(=C1)C)C (6-Chloro-N-[3-(2,4-dimethyl-1H-imidazol-1-yl)propyl]-3-pyridinecarboxamide). Reaction SMILES: [CH3:1][C:2]1[N:3]([CH2:8][CH2:9][CH2:10][NH2:11])[CH:4]=[C:5]([CH3:7])[N:6]=1.[Cl:12][C:13]1[CH:21]=[CH:20][C:16]([C:17](O)=[O:18])=[CH:15][N:14]=1.C(N1C=CN=C1)(N1C=CN=C1)=O>>[Cl:12][C:13]1[N:14]=[CH:15][C:16]([C:17]([NH:11][CH2:10][CH2:9][CH2:8][N:3]2[CH:4]=[C:5]([CH3:7])[N:6]=[C:2]2[CH3:1])=[O:18])=[CH:20][CH:21]=1. Procedure details: When 2,4-dimethyl-1H-imidazole-1-propanamine is treated with a mixture of 6-chloronicotinic acid and 1,1'-carbonyldiimidazole by the procedure of Example 30 the compound of the Example is obtained.